This data is from the Open Reaction Database (ORD), a public repository of structured organic reaction records. The task is: describe an organic reaction: reactants, conditions, products, and yield Reactants: [O-]S(=O)S(=O)[O-].[Na+].[Na+] (Na2S2O4), BrC=1C(=C(C(=NC1)N)[N+](=O)[O-])N1CCN(CC1)CC=1N=C(SC1)C (5-bromo-4-(4-((2-methylthiazol-4-yl)methyl)piperazin-1-yl)-3-nitropyridin-2-amine), CCO (EtOH), O1CCN(CC1)CC1=CC=C(C=O)C=C1 (4-(morpholinomethyl)-benzaldehyde). Reagents/catalysts: N (NH3). Solvent: C(Cl)Cl (DCM), CN(C)C=O (DMF). Conditions: temperature 85 celsius. Product: BrC=1C(=C2C(=NC1)NC(=N2)C2=CC=C(CN1CCOCC1)C=C2)N2CCN(CC2)CC=2N=C(SC2)C (4-(4-(6-Bromo-7-(4-((2-methylthiazol-4-yl)methyl)piperazin-1-yl)-3H-imidazo[4,5-b]pyridin-2-yl)benzyl)morpholine). The yield is 28.1%. Reaction SMILES: [Br:1][C:2]1[C:3]([N:12]2[CH2:17][CH2:16][N:15]([CH2:18][C:19]3[N:20]=[C:21]([CH3:24])[S:22][CH:23]=3)[CH2:14][CH2:13]2)=[C:4]([N+:9]([O-])=O)[C:5]([NH2:8])=[N:6][CH:7]=1.CCO.[O:28]1[CH2:33][CH2:32][N:31]([CH2:34][C:35]2[CH:42]=[CH:41][C:38]([CH:39]=O)=[CH:37][CH:36]=2)[CH2:30][CH2:29]1.[O-]S(S([O-])=O)=O.[Na+].[Na+]>C(Cl)Cl.N.CN(C=O)C>[Br:1][C:2]1[C:3]([N:12]2[CH2:17][CH2:16][N:15]([CH2:18][C:19]3[N:20]=[C:21]([CH3:24])[S:22][CH:23]=3)[CH2:14][CH2:13]2)=[C:4]2[N:9]=[C:39]([C:38]3[CH:37]=[CH:36][C:35]([CH2:34][N:31]4[CH2:32][CH2:33][O:28][CH2:29][CH2:30]4)=[CH:42][CH:41]=3)[NH:8][C:5]2=[N:6][CH:7]=1 |f:3.4.5|. Procedure: To a mixture of 5-bromo-4-(4-((2-methylthiazol-4-yl)methyl)piperazin-1-yl)-3-nitropyridin-2-amine (0.062 g, 0.15 mmol), EtOH (2.6 mL) and DMF (0.35 mL), 4-(morpholinomethyl)-benzaldehyde (0.034 g, 0.165 mmol) was added followed by a freshly prepared aqueous solution of Na2S2O4 (1M; 0.45 mL, 0.45 mmol). The reaction mixture was heated at 85° C. for 24 h, then allowed to cool to room temperature and diluted with DCM, and a few drops of aqueous NH3 until complete dissolution was observed. This solu...